Task: describe an organic reaction: reactants, conditions, products, and yield. Dataset: the Open Reaction Database (ORD), a public repository of structured organic reaction records Starting materials: C(C)(C)(C)OC(=O)N1C(CNCC1)C (2-methyl-piperazine-1-carboxylic acid tert-butyl ester), C1(=CC(=CC=C1)N1N=C(N=C1)C(=O)O)C (1-m-tolyl-1H-[1,2,4]-triazole-3-carboxylic acid), CN(C)C(=[N+](C)C)ON1C2=C(C=CC=C2)N=N1.[B-](F)(F)(F)F (TBTU), CCN(C(C)C)C(C)C (DIPEA). The solvent is C(Cl)Cl (DCM). Run at time 10 minute. Product: C(C)(C)(C)OC(=O)N1C(CN(CC1)C(=O)C1=NN(C=N1)C=1C=C(C=CC1)C)C (2-Methyl-4-(1-m-tolyl-1H-[1,2,4]triazole-3-carbonyl)-piperazine-1-carboxylic acid tert-butyl ester). RXN SMILES: [C:1]1([CH3:15])[CH:6]=[CH:5][CH:4]=[C:3]([N:7]2[CH:11]=[N:10][C:9]([C:12]([OH:14])=O)=[N:8]2)[CH:2]=1.CN(C(ON1N=NC2C=CC=CC1=2)=[N+](C)C)C.[B-](F)(F)(F)F.CCN(C(C)C)C(C)C.[C:47]([O:51][C:52]([N:54]1[CH2:59][CH2:58][NH:57][CH2:56][CH:55]1[CH3:60])=[O:53])([CH3:50])([CH3:49])[CH3:48]>C(Cl)Cl>[C:47]([O:51][C:52]([N:54]1[CH2:59][CH2:58][N:57]([C:12]([C:9]2[N:10]=[CH:11][N:7]([C:3]3[CH:2]=[C:1]([CH3:15])[CH:6]=[CH:5][CH:4]=3)[N:8]=2)=[O:14])[CH2:56][CH:55]1[CH3:60])=[O:53])([CH3:50])([CH3:48])[CH3:49] |f:1.2|. Procedure details: 2.00 g (9.84 mmol) 1-m-tolyl-1H-[1,2,4]-triazole-3-carboxylic acid was stirred with 3.30 g (10.3 mmol) TBTU and 2.50 mL (14.6 mmol) DIPEA in 30 mL DCM at RT. After 10 min, 2.05 g (9.84 mmol) 2-methyl-piperazine-1-carboxylic acid tert-butyl ester was added and the reaction mixture was stirred at RT for 12 h. The solvent was removed by distillation. The residue was taken up in water and extracted with EtOAc. The combined organic phases were dried over sodium sulfate, filtered and concentrated in v...